Dataset: the Open Reaction Database (ORD), a public repository of structured organic reaction records. Task: describe an organic reaction: reactants, conditions, products, and yield The reactants are O=C(CC1CCNCC1)N1CCN(C2c3ccc(Cl)cc3CCc3cc(Br)cnc32)CC1, CN=C=O, ClCCl. The product is CNC(=O)N1CCC(CC(=O)N2CCN(C3c4ccc(Cl)cc4CCc4cc(Br)cnc43)CC2)CC1. Reaction SMILES: [Br:1][c:2]1[cH:3][c:4]2[c:5]([n:6][cH:7]1)[CH:8]([N:18]1[CH2:19][CH2:20][N:21]([C:24]([CH2:25][CH:26]3[CH2:27][CH2:28][NH:29][CH2:30][CH2:31]3)=[O:32])[CH2:22][CH2:23]1)[c:9]1[c:10]([cH:13][c:14]([Cl:17])[cH:15][cH:16]1)[CH2:11][CH2:12]2.[CH3:33][N:34]=[C:35]=[O:36].[Cl:37][CH2:38][Cl:39]>>[Br:1][c:2]1[cH:3][c:4]2[c:5]([n:6][cH:7]1)[CH:8]([N:18]1[CH2:19][CH2:20][N:21]([C:24]([CH2:25][CH:26]3[CH2:27][CH2:28][N:29]([C:35]([NH:34][CH3:33])=[O:36])[CH2:30][CH2:31]3)=[O:32])[CH2:22][CH2:23]1)[c:9]1[c:10]([cH:13][c:14]([Cl:17])[cH:15][cH:16]1)[CH2:11][CH2:12]2. Starting materials: OCC1=CC=C(O1)CN1C(=NC2=C1C=CC=C2)NC2CCN(CC2)C(=O)OCC ((1-(5-hydroxymethylfur-2-ylmethyl)-1H-benzimidazol-2-yl)(1-ethoxycarbonylpiperidin-4-yl)amine), [OH-].[K+] (potassium hydroxide), C(C)(C)O (isopropanol). The solvent is O (water). Conditions: time 18 hour. The product is OCC1=CC=C(O1)CN1C(=NC2=C1C=CC=C2)NC2CCNCC2 ((1-(5-hydroxymethylfur-2-ylmethyl)-1H-benzoimidazole-2-yl)(piperidin-4-yl)amine). Reaction SMILES: [OH:1][CH2:2][C:3]1[O:7][C:6]([CH2:8][N:9]2[C:13]3[CH:14]=[CH:15][CH:16]=[CH:17][C:12]=3[N:11]=[C:10]2[NH:18][CH:19]2[CH2:24][CH2:23][N:22](C(OCC)=O)[CH2:21][CH2:20]2)=[CH:5][CH:4]=1.[OH-].[K+].C(O)(C)C>O>[OH:1][CH2:2][C:3]1[O:7][C:6]([CH2:8][N:9]2[C:13]3[CH:14]=[CH:15][CH:16]=[CH:17][C:12]=3[N:11]=[C:10]2[NH:18][CH:19]2[CH2:20][CH2:21][NH:22][CH2:23][CH2:24]2)=[CH:5][CH:4]=1 |f:1.2|. Reported procedure: Combine (1-(5-hydroxymethylfur-2-ylmethyl)-1H-benzimidazol-2-yl)(1-ethoxycarbonylpiperidin-4-yl)amine (1 mmol), potassium hydroxide (1.2 mmcl), and isopropanol (20 mL). Heat to reflux. After 18 hours, evaporate intcacuo to give a residue. Combine the resczue and water. Extract with dichloromethane. Dry the organic layer over MgSO4, filter, and evaporate in vacuo to give the title compound. The reactants are C1CNCCN1, CO, CCOCC, ClCCl, O=c1[nH]c2cccc(N3CCNCC3)c2o1, [Na+], O=C([O-])O, O=CCCCOc1ccc2c(n1)NC(=O)CC2, CN(C)C=O. The product is O=C1CCc2ccc(OCCCCN3CCN(c4cccc5[nH]c(=O)oc45)CC3)nc2N1. RXN SMILES: [CH2:34]1[NH:35][CH2:36][CH2:37][NH:38][CH2:39]1.[CH3:48][OH:49].[CH3:50][CH2:51][O:52][CH2:53][CH3:54].[Cl:45][CH2:46][Cl:47].[N:18]1([c:24]2[cH:25][cH:26][cH:27][c:28]3[nH:29][c:30](=[O:33])[o:31][c:32]23)[CH2:19][CH2:20][NH:21][CH2:22][CH2:23]1.[Na+:44].[O-:40][C:41]([OH:42])=[O:43].[O:1]=[C:2]1[CH2:3][CH2:4][c:5]2[cH:6][cH:7][c:8]([O:12][CH2:13][CH2:14][CH2:15][CH:16]=[O:17])[n:9][c:10]2[NH:11]1.[O:55]=[CH:56][N:57]([CH3:58])[CH3:59]>>[O:1]=[C:2]1[CH2:3][CH2:4][c:5]2[cH:6][cH:7][c:8]([O:12][CH2:13][CH2:14][CH2:15][CH2:16][N:21]3[CH2:20][CH2:19][N:18]([c:24]4[cH:25][cH:26][cH:27][c:28]5[nH:29][c:30](=[O:33])[o:31][c:32]45)[CH2:23][CH2:22]3)[n:9][c:10]2[NH:11]1. The reactants are CC(C)(C)OC(=O)N1CCC2(CC1)CO2, CO, O, Cc1ccc(S(=O)(=O)O)cc1. Product: COC1(CO)CCN(C(=O)OC(C)(C)C)CC1. RXN SMILES: [C:1]([CH3:2])([CH3:3])([CH3:4])[O:5][C:6](=[O:7])[N:8]1[CH2:9][CH2:10][C:11]2([CH2:12][O:13]2)[CH2:14][CH2:15]1.[CH3:28][OH:29].[OH2:16].[c:17]1([CH3:18])[cH:19][cH:20][c:21]([S:22]([OH:23])(=[O:24])=[O:25])[cH:26][cH:27]1>>[C:1]([CH3:2])([CH3:3])([CH3:4])[O:5][C:6](=[O:7])[N:8]1[CH2:9][CH2:10][C:11]([CH2:12][OH:16])([O:13][CH3:28])[CH2:14][CH2:15]1. Starting materials: BrC1=CC=C(C=C1)CC (4-bromo-1-ethylbenzene), [Mg] (Magnesium), [NH4+].[Cl-] (NH4Cl), C[Si](C)(C)Cl (Trimethylsilyl chloride). Solvent: C1CCOC1 (THF), C1CCOC1 (THF). Run at temperature 30 celsius. The product is C(C)C1=CC=C(C=C1)[Si](C)(C)C (1-ethyl-4-trimethylsilylbenzene). Isolated yield 93.5%. As a reaction SMILES: [Mg].Br[C:3]1[CH:8]=[CH:7][C:6]([CH2:9][CH3:10])=[CH:5][CH:4]=1.[CH3:11][Si:12](Cl)([CH3:14])[CH3:13].[NH4+].[Cl-]>C1COCC1>[CH2:9]([C:6]1[CH:7]=[CH:8][C:3]([Si:12]([CH3:14])([CH3:13])[CH3:11])=[CH:4][CH:5]=1)[CH3:10] |f:3.4|. Procedure: Magnesium(9.5 g, 0.39 mole) was suspended in THF (60 mL) at room temperature. A solution of 4-bromo-1-ethylbenzene (49 mL, 0.36 mole) in 300 mL of THF was added dropwise at such a rate as to maintain the temperature between 30° and 60° C. When the addition was complete the reaction mixture was stirred for an additional hour and then cooled to 30° C. Trimethylsilyl chloride (49 mL, 0.39 mole) was added dropwise at such a rate as to maintain the temperature between 30° and 40° C. The thin suspensi... The reactants are C1CCOC1, [Li]CCCC, CCOC(C)=O, CC(C)Nc1nc2ccc(CCl)nc2s1, Cl, Cl, Fc1ccccc1C1SCCCS1, [Na+], O=C([O-])O. Product: CC(C)Nc1nc2ccc(CC3(c4ccccc4F)SCCCS3)nc2s1. Reaction SMILES: [CH2:41]1[O:42][CH2:43][CH2:44][CH2:45]1.[CH3:14][CH2:15][CH2:16][CH2:17][Li:18].[CH3:46][CH2:47][O:48][C:49]([CH3:50])=[O:51].[Cl:21][CH2:22][c:23]1[cH:24][cH:25][c:26]2[c:27]([n:28]1)[s:29][c:30]([NH:32][CH:33]([CH3:34])[CH3:35])[n:31]2.[ClH:19].[ClH:20].[F:1][c:2]1[c:3]([CH:8]2[S:9][CH2:10][CH2:11][CH2:12][S:13]2)[cH:4][cH:5][cH:6][cH:7]1.[Na+:40].[O-:36][C:37]([OH:38])=[O:39]>>[F:1][c:2]1[c:3]([C:8]2([CH2:22][c:23]3[cH:24][cH:25][c:26]4[c:27]([n:28]3)[s:29][c:30]([NH:32][CH:33]([CH3:34])[CH3:35])[n:31]4)[S:9][CH2:10][CH2:11][CH2:12][S:13]2)[cH:4][cH:5][cH:6][cH:7]1.